Dataset: the Open Reaction Database (ORD), a public repository of structured organic reaction records. Task: describe an organic reaction: reactants, conditions, products, and yield Reactants: FC=1C=C(C=CC1OC1=C2C(=NC=C1)C=CS2)NC(C(=O)OCC)=O (ethyl 2-(3-fluoro-4-(thieno[3,2-b]pyridin-7-yloxy)phenylamino)-2-oxoacetate), O1CCN(CC1)CCN (2-morpholinoethanamine). The solvent is C(C)OCC (diethyl ether). Yields the product FC=1C=C(C=CC1OC1=C2C(=NC=C1)C=CS2)NC(C(=O)NCCN2CCOCC2)=O (N1-(3-fluoro-4-(thieno[3,2-b]pyridin-7-yloxy)phenyl)-N2-(2-morpholinoethyl)oxalamide). Yield: 38.2%. Reaction SMILES: [F:1][C:2]1[CH:3]=[C:4]([NH:18][C:19](=[O:25])[C:20](OCC)=[O:21])[CH:5]=[CH:6][C:7]=1[O:8][C:9]1[CH:14]=[CH:13][N:12]=[C:11]2[CH:15]=[CH:16][S:17][C:10]=12.[O:26]1[CH2:31][CH2:30][N:29]([CH2:32][CH2:33][NH2:34])[CH2:28][CH2:27]1>C(OCC)C>[F:1][C:2]1[CH:3]=[C:4]([NH:18][C:19](=[O:25])[C:20]([NH:34][CH2:33][CH2:32][N:29]2[CH2:30][CH2:31][O:26][CH2:27][CH2:28]2)=[O:21])[CH:5]=[CH:6][C:7]=1[O:8][C:9]1[CH:14]=[CH:13][N:12]=[C:11]2[CH:15]=[CH:16][S:17][C:10]=12. Procedure details: Ethyl 2-(3-fluoro-4-(thieno[3,2-b]pyridin-7-yloxy)phenylamino)-2-oxoacetate (prepared in Example 2; 36 mg, 0.10 mmol) and 2-morpholinoethanamine (65 mg, 0.50 mmol) were heated to 60° C. for 18 hours. The mixture was diluted with diethyl ether (1 mL) and filtered. The white solid was washed with diethyl ether (3×2 mL). The solid was dried under high vacuum. The product was obtained as a white powder (17 mg, 38%). 1H NMR (400 MHz, CDCl3) δ 9.50 (s, 1H), 8.52 (d, J=6 Hz, 1H), 7.99 (m, 1H), 7.87 (m,... Reactants: ClC1=CN=C2C=3C(C(N(CC13)[C@@H](C(=O)N1CC(C1)C#N)C(C)C)=O)=CN2 ((R)-1-(2-(6-chloro-3-oxopyrrolo[4,3,2-de][2,6]naphthyridin-4(1H,3H,5H)-yl)-3-methylbutanoyl)azetidine-3-carbonitrile), C[Al](C)C (trimethylaluminum). The reagents and catalysts are C=1C=CC(=CC1)[P](C=2C=CC=CC2)(C=3C=CC=CC3)[Pd]([P](C=4C=CC=CC4)(C=5C=CC=CC5)C=6C=CC=CC6)([P](C=7C=CC=CC7)(C=8C=CC=CC8)C=9C=CC=CC9)[P](C=1C=CC=CC1)(C=1C=CC=CC1)C=1C=CC=CC1 (Pd(Ph3P)4). Solvent: O1CCOCC1 (dioxane). Run at temperature 120 celsius. The product is CC([C@H](C(=O)N1CC(C1)C#N)N1CC=2C(=CN=C3C2C(C1=O)=CN3)C)C ((R)-1-(3-methyl-2-(6-methyl-3-oxopyrrolo[4,3,2-de][2,6]naphthyridin-4(1H,3H,5H)-yl)butanoyl)azetidine-3-carbonitrile). Isolated yield 144.0%. RXN SMILES: Cl[C:2]1[C:11]2[CH2:10][N:9]([C@H:12]([CH:21]([CH3:23])[CH3:22])[C:13]([N:15]3[CH2:18][CH:17]([C:19]#[N:20])[CH2:16]3)=[O:14])[C:8](=[O:24])[C:7]3=[CH:25][NH:26][C:5]([C:6]=23)=[N:4][CH:3]=1.[CH3:27][Al](C)C>C1C=CC([P]([Pd]([P](C2C=CC=CC=2)(C2C=CC=CC=2)C2C=CC=CC=2)([P](C2C=CC=CC=2)(C2C=CC=CC=2)C2C=CC=CC=2)[P](C2C=CC=CC=2)(C2C=CC=CC=2)C2C=CC=CC=2)(C2C=CC=CC=2)C2C=CC=CC=2)=CC=1.O1CCOCC1>[CH3:22][CH:21]([CH3:23])[C@@H:12]([N:9]1[C:8](=[O:24])[C:7]2=[CH:25][NH:26][C:5]3[C:6]2=[C:11]([C:2]([CH3:27])=[CH:3][N:4]=3)[CH2:10]1)[C:13]([N:15]1[CH2:18][CH:17]([C:19]#[N:20])[CH2:16]1)=[O:14] |^1:34,36,55,74|. Procedure details: (R)-1-(2-(6-chloro-3-oxopyrrolo[4,3,2-de][2,6]naphthyridin-4(1H,3H,5H)-yl)-3-methylbutanoyl)azetidine-3-carbonitrile (30 mg, 0.081 mmol), Pd(Ph3P)4 (47 mg, 0.04 mmol), and dioxane (2 mL) were combined in a 5 mL microwave vial. The mixture was purged with nitrogen, and trimethylaluminum (2.0M/toluene, 0.24 mL, 0.48 mmol) was added. The vial was sealed and the reaction mixture was heated in a Biotage Initiator™ microwave for 1 h at 120° C. The reaction was repeated 4 times at the same scale. The r... The reactants are C(CCC)[Li] (n-Butyllithium), C(C)(C)C1=C(C=CC=C1)Br (2-isopropylbromobenzene), C(C)N(C(=O)Cl)CC (diethylcarbamyl chloride), O (Water). Run in CCOCC (ether), CCOCC (ether). Run at time 6 hour. Yields the product C(C)(C)C1=C(C(=O)N(CC)CC)C=CC=C1 (2-isopropyl-N,N-diethylbenzamide). Yield: 80.0%. RXN SMILES: C([Li])CCC.[CH:6]([C:9]1[CH:14]=[CH:13][CH:12]=[CH:11][C:10]=1Br)([CH3:8])[CH3:7].[CH2:16]([N:18]([CH2:22][CH3:23])[C:19](Cl)=[O:20])[CH3:17].O>CCOCC>[CH:6]([C:9]1[CH:14]=[CH:13][CH:12]=[CH:11][C:10]=1[C:19]([N:18]([CH2:22][CH3:23])[CH2:16][CH3:17])=[O:20])([CH3:8])[CH3:7]. Procedure: n-Butyllithium (2.5M, 100 mL) was added with stirring under nitrogen at 0°-5° C. during ten minutes to a solution of 2-isopropylbromobenzene in anhydrous ether (500 mL). The mixture was allowed to warm to room temperature, stirred at room temperature for six hours, and cooled to -60° C. A solution of diethylcarbamyl chloride (34 g) in anhydrous ether (50 mL) was added during 20 minutes while maintaining the temperature below -50° C. The temperature was allowed to rise to room temperature during ... Reactants: C(C1=CC=CC=C1)(=O)N=C=O (benzoyl isocyanate), NC1CCN(CC1)CC1=CC=CC=C1 (4-amino-1-benzyl piperidine). Run in ClCCl (dichloromethane). Run at time 1 hour. Product: C1(=CC=CC=C1)C(=O)NC(=O)NC1CCN(CC1)CC1=CC=CC=C1 (4-(Phenylcarbonylaminocarbonyl)amino-1-benzyl-piperidine). The yield is 86.9%. As a reaction SMILES: [C:1]([N:9]=[C:10]=[O:11])(=[O:8])[C:2]1[CH:7]=[CH:6][CH:5]=[CH:4][CH:3]=1.[NH2:12][CH:13]1[CH2:18][CH2:17][N:16]([CH2:19][C:20]2[CH:25]=[CH:24][CH:23]=[CH:22][CH:21]=2)[CH2:15][CH2:14]1>ClCCl>[C:2]1([C:1]([NH:9][C:10]([NH:12][CH:13]2[CH2:18][CH2:17][N:16]([CH2:19][C:20]3[CH:25]=[CH:24][CH:23]=[CH:22][CH:21]=3)[CH2:15][CH2:14]2)=[O:11])=[O:8])[CH:7]=[CH:6][CH:5]=[CH:4][CH:3]=1. Reported procedure: To an ice-bath cooled solution of benzoyl isocyanate (7.725 ml, 0.0525 Mol) in dichloromethane (400 ml) was added 4-amino-1-benzyl piperidine (10 g, 10.72 ml, 0.0525 Mol) dropwise. When the addition was complete the solution was allowed to stir at room temperature for 1 h then the solvent was removed by rotary evaporation. The residue was triturated with diethyl ether and collected by filtration to give the required product as a white solid 15.4 g (87%). Mp. 179°-180° C. 1H NMR (DMSO) δ 1.51 (2H... The reactants are FC(OC1=CC=C(C=C1)C=1C(=NN2C1N=CC=C2)N)(F)F (3-(4-(trifluoromethoxy)phenyl)pyrazolo[1,5-a]pyrimidin-2-amine), Cl.N1=CC(=CC=C1)CC(=O)O (3-Pyridylacetic acid hydrochloride), C(C(=O)Cl)(=O)Cl (Oxalyl chloride), CN(C=O)C (dimethylformamide). Solvent: N1=CC=CC=C1 (pyridine), ClCCl (dichloromethane). Reaction conditions: time 90 minute. Product: N1=CC(=CC=C1)CC(=O)NC1=NN2C(N=CC=C2)=C1C1=CC=C(C=C1)OC(F)(F)F (2-(pyridin-3-yl)-N-{3-[4-(trifluoromethoxy)phenyl]pyrazolo[1,5-a]pyrimidin-2-yl}acetamide). The yield is 29.0%. As a reaction SMILES: Cl.[N:2]1[CH:7]=[CH:6][CH:5]=[C:4]([CH2:8][C:9]([OH:11])=O)[CH:3]=1.C(Cl)(=O)C(Cl)=O.CN(C)C=O.[F:23][C:24]([F:43])([F:42])[O:25][C:26]1[CH:31]=[CH:30][C:29]([C:32]2[C:33]([NH2:41])=[N:34][N:35]3[CH:40]=[CH:39][CH:38]=[N:37][C:36]=23)=[CH:28][CH:27]=1>ClCCl.N1C=CC=CC=1>[N:2]1[CH:7]=[CH:6][CH:5]=[C:4]([CH2:8][C:9]([NH:41][C:33]2[C:32]([C:29]3[CH:28]=[CH:27][C:26]([O:25][C:24]([F:43])([F:23])[F:42])=[CH:31][CH:30]=3)=[C:36]3[N:37]=[CH:38][CH:39]=[CH:40][N:35]3[N:34]=2)=[O:11])[CH:3]=1 |f:0.1|. Reported procedure: 3-Pyridylacetic acid hydrochloride (41.6 mg, 0.239 mmol) was suspended in dichloromethane (3.0 mL). Oxalyl chloride (24 μL, 0.28 mmol) and a drop of dimethylformamide were added and the mixture was stirred at ambient temperature for 90 minutes. The reaction mixture was concentrated under vacuum. To this residue was added a solution of the product from Example 1C (59 mg, 0.2 mmol) in pyridine (2.0 mL). The mixture was stirred at ambient temperature for 1 hour and then at 40° C. for 1 hour. The re...